From a dataset of the Open Reaction Database (ORD), a public repository of structured organic reaction records. describe an organic reaction: reactants, conditions, products, and yield Reactants: CCn1cc(C(=O)O)c(=O)c2cc(F)c(F)c(F)c21, CCNC1CCNC1, CC#N. The product is CCNC1CCN(c2c(F)cc3c(=O)c(C(=O)O)cn(CC)c3c2F)C1. Reaction SMILES: [CH2:1]([CH3:2])[n:3]1[cH:4][c:5]([C:17](=[O:18])[OH:19])[c:6](=[O:16])[c:7]2[cH:8][c:9]([F:15])[c:10]([F:14])[c:11]([F:13])[c:12]12.[CH2:20]([CH3:21])[NH:22][CH:23]1[CH2:24][NH:25][CH2:26][CH2:27]1.[CH3:28][C:29]#[N:30]>>[CH2:1]([CH3:2])[n:3]1[cH:4][c:5]([C:17](=[O:18])[OH:19])[c:6](=[O:16])[c:7]2[cH:8][c:9]([F:15])[c:10]([N:25]3[CH2:24][CH:23]([NH:22][CH2:20][CH3:21])[CH2:27][CH2:26]3)[c:11]([F:13])[c:12]12. Starting materials: C(C)N (ethylamine), ice, C(=O)(OC(C)(C)C)NCCCC(=O)O (N-Boc-γ-Aminobutyric acid). The solvent is C(Cl)Cl (CH2Cl2), C(Cl)Cl (CH2Cl2). Conditions: time 1 hour. Yields the product C(C)(C)(C)OC(NCCCC(NCC)=O)=O ((3-Ethylcarbamoyl-propyl)-carbamic acid tert-butyl ester). Reaction SMILES: [CH2:1]([NH2:3])[CH3:2].[C:4]([NH:11][CH2:12][CH2:13][CH2:14][C:15]([OH:17])=O)([O:6][C:7]([CH3:10])([CH3:9])[CH3:8])=[O:5]>C(Cl)Cl>[C:7]([O:6][C:4](=[O:5])[NH:11][CH2:12][CH2:13][CH2:14][C:15](=[O:17])[NH:3][CH2:1][CH3:2])([CH3:8])([CH3:9])[CH3:10]. Procedure details: An aqueous solution of ethylamine (70%, 41 ml) was added into an ice cold solution of benzotriazole derivative 2 (50 g, 156 mmol) in CH2Cl2 (500 ml), stirred for 1 h at room temperature, diluted 2 times with CH2Cl2, washed with H2O, then brine, dried (Na2SO4), concentrated and dried in vacuo. Yield 32.845 g (91%). mp: 82-83° C. 1H NMR (CDCl3): 1.15 (t, J=7.27, 3H), 1.44 (s, 9H), 1.75-1.85 (m, 2H), 2.20 (t, J=7.10, 2H), 3.17 (q, J=6.49, 2H), 3.24-3.34 (m, 2H), 4.82 (s, 1H), 6.13 (bs, 1H). 13C NMR...